Dataset: the Open Reaction Database (ORD), a public repository of structured organic reaction records. Task: describe an organic reaction: reactants, conditions, products, and yield Reactants: CC(=O)c1cc2c(s1)-c1ccc(O)cc1CC2, CCOC(C)=O, CCCCCC, CCOC(C)=O, O=S(=O)(OS(=O)(=O)C(F)(F)F)C(F)(F)F, O, c1ccncc1. The product is CC(=O)c1cc2c(s1)-c1ccc(OS(=O)(=O)C(F)(F)F)cc1CC2. As a reaction SMILES: [C:22]([CH3:23])(=[O:24])[c:25]1[cH:26][c:27]2[c:28]([s:29]1)-[c:30]1[cH:31][cH:32][c:33]([OH:38])[cH:34][c:35]1[CH2:36][CH2:37]2.[C:46]([O:47][CH2:48][CH3:49])(=[O:50])[CH3:51].[CH3:40][CH2:41][CH2:42][CH2:43][CH2:44][CH3:45].[CH3:52][CH2:53][O:54][C:55](=[O:56])[CH3:57].[F:1][C:2]([S:3](=[O:4])(=[O:5])[O:8][S:9](=[O:10])(=[O:11])[C:12]([F:13])([F:14])[F:15])([F:6])[F:7].[OH2:39].[cH:16]1[cH:17][cH:18][n:19][cH:20][cH:21]1>>[O:8]([S:9](=[O:10])(=[O:11])[C:12]([F:13])([F:14])[F:15])[c:33]1[cH:32][cH:31][c:30]2[c:35]([cH:34]1)[CH2:36][CH2:37][c:27]1[cH:26][c:25]([C:22]([CH3:23])=[O:24])[s:29][c:28]1-2. Yields the product OC1=CC=C2CCN(CC2=C1)CC1CC1 (7-Hydroxy-N-cyclopropylmethyl-1,2,3,4-tetrahydroisoquinoline). Reactants: ( 1 ), C(C)N(C(=O)Cl)C (N-ethyl-N-methyl-carbamoyl chloride), N1(CCOCC1)C(=O)Cl (morpholine carbonyl chloride), N1(CCCC1)C(=O)Cl (pyrrolidine carbonyl chloride), N1(CCCCC1)C(=O)Cl (piperidinyl carbonyl chloride), C(=O)(Cl)Cl (phosgene). Solvent: C1(=CC=CC=C1)C (toluene). Reaction SMILES: [CH2:1]([N:3]([CH3:7])[C:4](Cl)=O)[CH3:2].N1(C(Cl)=O)[CH2:12][CH2:11][CH2:10][CH2:9]1.N1(C(Cl)=O)[CH2:21][CH2:20][CH2:19]CC1.N1(C(Cl)=O)CC[O:28][CH2:27][CH2:26]1.C(Cl)(Cl)=O>C1(C)C=CC=CC=1>[OH:28][C:27]1[CH:9]=[C:10]2[C:11]([CH2:2][CH2:1][N:3]([CH2:7][CH:19]3[CH2:20][CH2:21]3)[CH2:4]2)=[CH:12][CH:26]=1. Reported procedure: Finally, 7-Hydroxy-N-propargyl-1,2,3,4-tetrahydroisoquinoline (8) and 7-Hydroxy-N-cyclopropylmethyl-1,2,3,4-tetrahydroisoquinoline (9), were added in a solution of N,N-dialkylcarbamyl chloride analogous compound (R2-CO—Cl) (10a-d) in CH3CN, wherein R2 represents, respectively, N-Ethyl-N-methyl amino, 1-Pyrrolidyl, 1-Piperidinyl or 1-Morpholinyl; said R2 possesses a structure of formula (IV), (V), (VI) or (VII), respectively; as such, analogous compound (R2-CO—Cl) (10a-d) were N-ethyl-N-methyl-ca... Starting materials: 4,4'-dimethoxydiphenyliodonium chloride, CC(C)([O-])C.[K+] (Potassium tert-butoxide), O (water), CC1C(C2=C(C(=C(C=C2C1)OCC1=CC=CC=C1)Cl)Cl)=O (2-methyl-5-benzyloxy-6,7-dichloro-1-indanone), C1=CC=CC=C1 (benzene). Run in C(C)(C)(C)O (tert-butanol), C(C)(C)(C)O (tert-butanol). Reaction conditions: temperature 25 celsius, time 2.5 hour. Yields the product COC1=CC=C(C=C1)C1(C(C2=C(C(=C(C=C2C1)OCC1=CC=CC=C1)Cl)Cl)=O)C (2-(4-Methoxyphenyl)-2-methyl-5-benzyloxy-6,7-dichloro-1-indanone). Reaction SMILES: C[C:2](C)([O-:4])C.[K+].[CH3:7][CH:8]1[CH2:16][C:15]2[C:10](=[C:11]([Cl:26])[C:12]([Cl:25])=[C:13]([O:17][CH2:18][C:19]3[CH:24]=[CH:23][CH:22]=[CH:21][CH:20]=3)[CH:14]=2)[C:9]1=[O:27].[CH:28]1[CH:33]=[CH:32][CH:31]=[CH:30][CH:29]=1.O>C(O)(C)(C)C>[CH3:2][O:4][C:28]1[CH:33]=[CH:32][C:31]([C:8]2([CH3:7])[CH2:16][C:15]3[C:10](=[C:11]([Cl:26])[C:12]([Cl:25])=[C:13]([O:17][CH2:18][C:19]4[CH:20]=[CH:21][CH:22]=[CH:23][CH:24]=4)[CH:14]=3)[C:9]2=[O:27])=[CH:30][CH:29]=1 |f:0.1|. Procedure details: Potassium tert-butoxide (8.42 g., 0.075 mole) dissolved in tert-butanol (450 ml.) is added to a refluxing solution of 2-methyl-5-benzyloxy-6,7-dichloro-1-indanone (16.1 g., 0.05 mole) in tert-butanol (150 ml.)-benzene (600 ml.), refluxing is continued for 2.5 hrs., then 4,4'-dimethoxydiphenyliodonium chloride (37.66 g., 0.10 mole) is added and refluxing is continued for 3 hrs. The reaction mixture is cooled to 25° C., 500 ml. water added, and the mixture concentrated in vacuo to give a brown oil...